Dataset: the Open Reaction Database (ORD), a public repository of structured organic reaction records. Task: describe an organic reaction: reactants, conditions, products, and yield Starting materials: CC(=O)OC (CH3COOMe), [Li+].CC(C)[N-]C(C)C (LDA), FC(OC=1C=C(C=CC1)C(=N[S@](=O)C(C)(C)C)C1=CC(=CC=C1)OC(F)(F)F)(F)F ((R)—N-(bis(3-(trifluoromethoxy)phenyl)methylene)-2-methylpropane-2-sulfinamide), [NH4+].[Cl-] (NH4Cl). Run in CCOCC (Et2O), CCOC(=O)C (EtOAc), CCOCC (Et2O). Reaction conditions: temperature -78 celsius, time 1.5 hour. Product: FC(OC=1C=C(C=CC1)C(=N[S@](=O)C(C)(C)C)C1=CC(=CC=C1)OC(F)(F)F)(F)F ((R)—N-(bis(3-(trifluoromethoxy)phenyl)methylene)-2-methylpropane-2-sulfinamide), C(#N)CC(C1=CC(=CC=C1)OC(F)(F)F)(C1=CC(=CC=C1)OC(F)(F)F)NS(=O)C(C)(C)C (N-(2-cyano-1,1-bis(3-(trifluoromethoxy)phenyl)-ethyl)-2-methylpropane-2-sulfinamide), tan oil. The yield is 84.1%. RXN SMILES: CC(OC)=O.[Li+].[CH3:7][CH:8]([N-:10]C(C)C)C.[F:14][C:15]([F:43])([F:42])[O:16][C:17]1[CH:18]=[C:19]([C:23]([C:31]2[CH:36]=[CH:35][CH:34]=[C:33]([O:37][C:38]([F:41])([F:40])[F:39])[CH:32]=2)=[N:24][S@@:25]([C:27]([CH3:30])([CH3:29])[CH3:28])=[O:26])[CH:20]=[CH:21][CH:22]=1.[NH4+].[Cl-]>CCOCC.CCOC(C)=O>[F:41][C:38]([F:39])([F:40])[O:37][C:33]1[CH:32]=[C:31]([C:23]([C:19]2[CH:20]=[CH:21][CH:22]=[C:17]([O:16][C:15]([F:43])([F:42])[F:14])[CH:18]=2)=[N:24][S@@:25]([C:27]([CH3:30])([CH3:29])[CH3:28])=[O:26])[CH:36]=[CH:35][CH:34]=1.[C:8]([CH2:7][C:23]([NH:24][S:25]([C:27]([CH3:30])([CH3:29])[CH3:28])=[O:26])([C:19]1[CH:20]=[CH:21][CH:22]=[C:17]([O:16][C:15]([F:14])([F:42])[F:43])[CH:18]=1)[C:31]1[CH:36]=[CH:35][CH:34]=[C:33]([O:37][C:38]([F:41])([F:40])[F:39])[CH:32]=1)#[N:10] |f:1.2,4.5|. Reported procedure: (R)—N-(bis(3-(trifluoromethoxy)phenyl)methylene)-2-methylpropane-2-sulfinamide was prepared as described for Procedure 11. Under an argon atmosphere, CH3COOMe (0.70 mL, 8.83 mmol, 2.0 eq) was stirred in anhydrous Et2O (50 mL) in an oven-dried round bottomed flask at −78° C. LDA (2.0 M, 4.4 mL, 8.8 mmol, 2.0 eq) was added dropwise. The resulting mixture was stirred at −78° C. for 30 min. (R)—N-(bis(3-(trifluoromethoxy)phenyl)methylene)-2-methylpropane-2-sulfinamide (2.0 g, 4.42 mmol) in Et2O (10 ... Starting materials: O=[N+]([O-])c1ccc(Br)cc1Br, CS(C)=O, CCOC(=O)c1c(N)sc2ccccc12. Product: CCOC(=O)c1c(Nc2cc(Br)ccc2[N+](=O)[O-])sc2ccccc12. Reaction SMILES: [Br:16][c:17]1[c:18]([N+:24](=[O:25])[O-:26])[cH:19][cH:20][c:21]([Br:23])[cH:22]1.[CH3:27][S:28](=[O:29])[CH3:30].[NH2:1][c:2]1[c:3]([C:11](=[O:12])[O:13][CH2:14][CH3:15])[c:4]2[c:5]([s:6]1)[cH:7][cH:8][cH:9][cH:10]2>>[NH:1]([c:2]1[c:3]([C:11](=[O:12])[O:13][CH2:14][CH3:15])[c:4]2[c:5]([s:6]1)[cH:7][cH:8][cH:9][cH:10]2)[c:17]1[c:18]([N+:24](=[O:25])[O-:26])[cH:19][cH:20][c:21]([Br:23])[cH:22]1.